Dataset: the Open Reaction Database (ORD), a public repository of structured organic reaction records. Task: describe an organic reaction: reactants, conditions, products, and yield Starting materials: [Cl-].CC1=C(N=C(S1)C[P+](C1=CC=CC=C1)(C1=CC=CC=C1)C1=CC=CC=C1)C1=CC=CC=C1 ((5-Methyl-4-phenyl-2-thiazolylmethyl)triphenylphosphonium chloride), C(=O)C1=CC=C(C(=O)OC)C=C1 (methyl 4-formylbenzoate). Product: CC1=C(N=C(S1)/C=C/C1=CC=C(C(=O)OC)C=C1)C1=CC=CC=C1 (methyl (E)-4-[2-(5-methyl-4-phenyl-2thiazolyl)vinyl]benzoate). As a reaction SMILES: [Cl-].[CH3:2][C:3]1[S:7][C:6]([CH2:8][P+](C2C=CC=CC=2)(C2C=CC=CC=2)C2C=CC=CC=2)=[N:5][C:4]=1[C:28]1[CH:33]=[CH:32][CH:31]=[CH:30][CH:29]=1.[CH:34]([C:36]1[CH:45]=[CH:44][C:39]([C:40]([O:42][CH3:43])=[O:41])=[CH:38][CH:37]=1)=O>>[CH3:2][C:3]1[S:7][C:6](/[CH:8]=[CH:34]/[C:36]2[CH:45]=[CH:44][C:39]([C:40]([O:42][CH3:43])=[O:41])=[CH:38][CH:37]=2)=[N:5][C:4]=1[C:28]1[CH:29]=[CH:30][CH:31]=[CH:32][CH:33]=1 |f:0.1|. Reported procedure: (5-Methyl-4-phenyl-2-thiazolylmethyl)triphenylphosphonium chloride and methyl 4-formylbenzoate were reacted in the same manner as in Reference Example 10 to yield methyl (E)-4-[2-(5-methyl-4-phenyl-2thiazolyl)vinyl]benzoate, which was then recrystallized from ethyl acetate to yield colorless plates having a melting point of 156°-157° C.